Dataset: the Open Reaction Database (ORD), a public repository of structured organic reaction records. Task: describe an organic reaction: reactants, conditions, products, and yield Reactants: ClCCl, CN(C)C=O, CS(=O)(=O)c1ccc(C(CC2CCCC2)C(=O)O)cc1Cl, O=C(Cl)C(=O)Cl, N#CCc1cnc(N)cn1, O, c1ccncc1. Product: CS(=O)(=O)c1ccc(C(CC2CCCC2)C(=O)Nc2cnc(CC#N)cn2)cc1Cl. Reaction SMILES: [CH2:44]([Cl:45])[Cl:46].[CH3:48][N:49]([CH3:50])[CH:51]=[O:52].[Cl:1][c:2]1[cH:3][c:4]([CH:12]([C:13](=[O:14])[OH:15])[CH2:16][CH:17]2[CH2:18][CH2:19][CH2:20][CH2:21]2)[cH:5][cH:6][c:7]1[S:8](=[O:9])(=[O:10])[CH3:11].[Cl:22][C:23]([C:24]([Cl:25])=[O:26])=[O:27].[NH2:28][c:29]1[n:30][cH:31][c:32]([CH2:35][C:36]#[N:37])[n:33][cH:34]1.[OH2:47].[cH:38]1[cH:39][cH:40][n:41][cH:42][cH:43]1>>[Cl:1][c:2]1[cH:3][c:4]([CH:12]([C:13](=[O:15])[NH:28][c:29]2[n:30][cH:31][c:32]([CH2:35][C:36]#[N:37])[n:33][cH:34]2)[CH2:16][CH:17]2[CH2:18][CH2:19][CH2:20][CH2:21]2)[cH:5][cH:6][c:7]1[S:8](=[O:9])(=[O:10])[CH3:11]. Reactants: [BH4-], CO, ClCCl, CC(C)c1nc2c(n1Cc1ccc(Cl)cc1)C(=O)CCCC2, [Na+]. The product is CC(C)c1nc2c(n1Cc1ccc(Cl)cc1)C(O)CCCC2. RXN SMILES: [BH4-:1].[CH3:28][OH:29].[Cl:25][CH2:26][Cl:27].[Cl:3][c:4]1[cH:5][cH:6][c:7]([CH2:10][n:11]2[c:12]([CH:22]([CH3:23])[CH3:24])[n:13][c:14]3[c:15]2[C:16](=[O:21])[CH2:17][CH2:18][CH2:19][CH2:20]3)[cH:8][cH:9]1.[Na+:2]>>[Cl:3][c:4]1[cH:5][cH:6][c:7]([CH2:10][n:11]2[c:12]([CH:22]([CH3:23])[CH3:24])[n:13][c:14]3[c:15]2[CH:16]([OH:21])[CH2:17][CH2:18][CH2:19][CH2:20]3)[cH:8][cH:9]1. Product: Cc1ccc(N2CCN(C)CC2)c2c1OCC(NC(=O)c1ccc(C(=O)N(C)C)cc1)C2. Starting materials: O=C(n1ccnc1)n1ccnc1, CN(C)C(=O)c1ccc(C(=O)O)cc1, CN(C)C=O, Cc1ccc(N2CCN(C)CC2)c2c1OCC(N)C2. Reaction SMILES: [C:15]([n:16]1[cH:17][cH:18][n:19][cH:20]1)([n:21]1[cH:22][cH:23][n:24][cH:25]1)=[O:26].[CH3:1][N:2]([C:3](=[O:4])[c:5]1[cH:6][cH:7][c:8]([C:9](=[O:10])[OH:11])[cH:12][cH:13]1)[CH3:14].[CH3:46][N:47]([CH3:48])[CH:49]=[O:50].[NH2:27][CH:28]1[CH2:29][O:30][c:31]2[c:32]([c:34]([N:39]3[CH2:40][CH2:41][N:42]([CH3:45])[CH2:43][CH2:44]3)[cH:35][cH:36][c:37]2[CH3:38])[CH2:33]1>>[CH3:1][N:2]([C:3](=[O:4])[c:5]1[cH:6][cH:7][c:8]([C:9](=[O:11])[NH:27][CH:28]2[CH2:29][O:30][c:31]3[c:32]([c:34]([N:39]4[CH2:40][CH2:41][N:42]([CH3:45])[CH2:43][CH2:44]4)[cH:35][cH:36][c:37]3[CH3:38])[CH2:33]2)[cH:12][cH:13]1)[CH3:14]. Starting materials: BrC1=CC=CC(=N1)NC=1SC(=CN1)Br (2-[(6-bromo-2-pyridinyl)amino]-5-bromothiazole), C(=O)(O)C=1C=C(C=CC1C)S (3-carboxy-4-methylthiophenol), C[O-].[Na+] (sodium methoxide), C[O-].[Na+] (sodium methoxide). Solvent: CO (methanol), C1CCOC1 (THF). Run at temperature 54 celsius. Product: BrC1=CC=CC(=N1)NC=1SC(=CN1)SC=1C=CC(=C(C(=O)O)C1)C (5-[[2-[N-(6-Bromopyridin-2-yl)amino]thiazol-5-yl]thio]-2-methylbenzoic acid). The yield is 81.3%. As a reaction SMILES: [Br:1][C:2]1[N:7]=[C:6]([NH:8][C:9]2[S:10][C:11](Br)=[CH:12][N:13]=2)[CH:5]=[CH:4][CH:3]=1.[C:15]([C:18]1[CH:19]=[C:20]([SH:25])[CH:21]=[CH:22][C:23]=1[CH3:24])([OH:17])=[O:16].C[O-].[Na+]>CO.C1COCC1>[Br:1][C:2]1[N:7]=[C:6]([NH:8][C:9]2[S:10][C:11]([S:25][C:20]3[CH:21]=[CH:22][C:23]([CH3:24])=[C:18]([CH:19]=3)[C:15]([OH:17])=[O:16])=[CH:12][N:13]=2)[CH:5]=[CH:4][CH:3]=1 |f:2.3|. Procedure: A suspension of 2-[(6-bromo-2-pyridinyl)amino]-5-bromothiazole (100 mg, 0.3 mmol), 3-carboxy-4-methylthiophenol (170 mg, 0.98 mmol) and sodium methoxide (210 μL, 25% w/w solution in methanol, 0.9 mmol) in methanol (4.9 mL) and THF (2 mL) was heated to 54° C. for 5.5 h. Supplemental sodium methoxide solution (1.42 mL) was added in portions over a period of 5 h. The mixture was heated to 54° C. for 16 h and concentrated. The residue was diluted with 1 N aqueous HCl solution at 0° C. and stirred fo... Reaction conditions: temperature 23 celsius, time 17 hour. Product: EtOAc hexanes, COC(=O)C=1C=C2N=C(C=3N(C2=CC1)C(=NN3)OC)NC(C)C (4-isopropylamino-1-methoxy-[1,2,4]triazolo[4,3-a]quinoxaline-7-carboxylic acid methyl ester). Procedure: A mixture of 4-chloro-1-methoxy-[1,2,4]triazolo[4,3-a]quinoxaline-7-carboxylic acid methyl ester (80 mg), isopropylamine (24 mg) and sodium bicarbonate (45 mg) in DMF (2 mL) was stirred at 23° C. for 17 hrs. The mixture was then partitioned between water and EtOAc. The organic layer was washed with brine, dried over sodium sulfate, and concentrated. Trituration with EtOAc/hexanes afforded 4-isopropylamino-1-methoxy-[1,2,4]triazolo[4,3-a]quinoxaline-7-carboxylic acid methyl ester as a light yello... Reactants: COC(=O)C=1C=C2N=C(C=3N(C2=CC1)C(=NN3)OC)Cl (4-chloro-1-methoxy-[1,2,4]triazolo[4,3-a]quinoxaline-7-carboxylic acid methyl ester), C(C)(C)N (isopropylamine), C([O-])(O)=O.[Na+] (sodium bicarbonate). As a reaction SMILES: [CH3:1][O:2][C:3]([C:5]1[CH:6]=[C:7]2[C:12](=[CH:13][CH:14]=1)[N:11]1[C:15]([O:18][CH3:19])=[N:16][N:17]=[C:10]1[C:9](Cl)=[N:8]2)=[O:4].[CH:21]([NH2:24])([CH3:23])[CH3:22].C(=O)(O)[O-].[Na+]>CN(C=O)C>[CH3:1][O:2][C:3]([C:5]1[CH:6]=[C:7]2[C:12](=[CH:13][CH:14]=1)[N:11]1[C:15]([O:18][CH3:19])=[N:16][N:17]=[C:10]1[C:9]([NH:24][CH:21]([CH3:23])[CH3:22])=[N:8]2)=[O:4] |f:2.3|. Solvent: CN(C)C=O (DMF). The reactants are BrCCCCCCO[Si](C)(C)C(C)(C)C ((6-bromohexyloxy)-tert-butyldimethylsilane), C(CCC)[Li] (n-Butyl lithium), C(C)(C)NC(C)C (diisopropylamine), C(C)OC(C(C)C)=O (isobutyric acid ethyl ester). Solvent: C1CCOC1 (THF). Reaction conditions: temperature -78 celsius, time 30 minute. Product: [Si](C)(C)(C(C)(C)C)OCCCCCCC(C(=O)OCC)(C)C (Ethyl 8-(tert-butyldimethylsilyloxy)-2,2-dimethyloctanoate). As a reaction SMILES: C([Li])CCC.C(NC(C)C)(C)C.[CH2:13]([O:15][C:16](=[O:20])[CH:17]([CH3:19])[CH3:18])[CH3:14].Br[CH2:22][CH2:23][CH2:24][CH2:25][CH2:26][CH2:27][O:28][Si:29]([C:32]([CH3:35])([CH3:34])[CH3:33])([CH3:31])[CH3:30]>C1COCC1>[Si:29]([O:28][CH2:27][CH2:26][CH2:25][CH2:24][CH2:23][CH2:22][C:17]([CH3:19])([CH3:18])[C:16]([O:15][CH2:13][CH3:14])=[O:20])([C:32]([CH3:35])([CH3:34])[CH3:33])([CH3:31])[CH3:30]. Procedure: n-Butyl lithium (32.8 mL) was added to a solution of diisopropylamine (1M in toluene, 11.64 mL) in THF (60 mL) at 0° C. to 5° C. over 15 minutes, and this mixture was stirred for 30 minutes. The reaction mixture was cooled to −78° C. then isobutyric acid ethyl ester (10 mL) was added dropwise over 15 minutes. The mixture was stirred at −78° C. for 1 hour, then (6-bromohexyloxy)-tert-butyldimethylsilane (23 mL) was added dropwise and the reaction mixture was stirred at −78° C. for a further 60 mi... Starting materials: O=C([O-])[O-], CC(C)=O, Clc1ccccc1CBr, COC(=O)c1cc(F)ccc1O, [I-], [K+], [K+], [K+]. Product: COC(=O)c1cc(F)ccc1OCc1ccccc1Cl. Reaction SMILES: [C:22](=[O:23])([O-:24])[O-:25].[CH3:30][C:31](=[O:32])[CH3:33].[Cl:13][c:14]1[c:15]([CH2:16][Br:17])[cH:18][cH:19][cH:20][cH:21]1.[F:1][c:2]1[cH:3][cH:4][c:5]([OH:12])[c:6]([C:7](=[O:8])[O:9][CH3:10])[cH:11]1.[I-:29].[K+:26].[K+:27].[K+:28]>>[F:1][c:2]1[cH:3][cH:4][c:5]([O:12][CH2:16][c:15]2[c:14]([Cl:13])[cH:21][cH:20][cH:19][cH:18]2)[c:6]([C:7](=[O:8])[O:9][CH3:10])[cH:11]1. The reactants are C1(CC1)C(=O)C1=CC=C(C=C1)CC(=O)O ((4-cyclopropanecarbonyl-phenyl)-acetic acid), N1(CCCC1)C(=O)N (pyrrolidineamide). The product is CN(C(CC1=CC=C(C=C1)C(=O)C1CC1)=O)C ((4-cyclopropanecarbonyl-phenyl)-acetic acid, dimethylamide). As a reaction SMILES: [CH:1]1([C:4]([C:6]2[CH:11]=[CH:10][C:9]([CH2:12][C:13]([OH:15])=O)=[CH:8][CH:7]=2)=[O:5])[CH2:3][CH2:2]1.[N:16]1(C(N)=O)[CH2:20]CC[CH2:17]1>>[CH3:17][N:16]([CH3:20])[C:13](=[O:15])[CH2:12][C:9]1[CH:10]=[CH:11][C:6]([C:4]([CH:1]2[CH2:3][CH2:2]2)=[O:5])=[CH:7][CH:8]=1. Procedure: (4-cyclopropanecarbonyl-phenyl)-acetic acid, pyrrolidineamide; RXN SMILES: [OH2:1].[C:2]1([CH3:12])[CH:7]=[CH:6][C:5]([S:8]([OH:11])(=[O:10])=[O:9])=[CH:4][CH:3]=1>CN(C)C=O.C(OCC)(=O)C>[OH2:9].[OH2:1].[S:8]([C:5]1[CH:6]=[CH:7][C:2]([CH3:12])=[CH:3][CH:4]=1)([OH:11])(=[O:10])=[O:9] |f:0.1,4.5.6|. Solvent: C(C)(=O)OCC (ethyl acetate), CN(C=O)C (dimethyl formamide), C(C)(=O)OCC (ethyl acetate). The yield is 706.3%. Procedure details: To an ice-cooled solution of potassium 6-[N-(1-methoxycarbonylpropen-2-yl)-D-α-amino-α-phenylacetamido]penicillanate (415.5 g) in dimethyl formamide (750 ml), iodomethyl penicillanate 1,1-dioxide (279.1 g) was added with stirring. After stirring for 40 minutes at approximately 5° C., ethyl acetate (2 liter) was added and the resulting solution washed with water (400 ml), followed by saturated aqueous sodium chloride (400 ml). The washings were extracted with ethyl acetate (2×400 ml), whereupon t... Product: O.O.S(=O)(=O)(O)C1=CC=C(C)C=C1 (tosylate dihydrate). The reactants are ice, potassium 6-[N-(1-methoxycarbonylpropen-2-yl)-D-α-amino-α-phenylacetamido]penicillanate, amino, calomel, O.C1(=CC=C(C=C1)S(=O)(=O)O)C (4-toluenesulfonic acid monohydrate).